From a dataset of the Open Reaction Database (ORD), a public repository of structured organic reaction records. describe an organic reaction: reactants, conditions, products, and yield The reactants are FC1(C(C1)(C(=O)O)C)Cl (2-fluoro-2-chloro-1-methylcyclopropanecarboxylic acid), S(=O)(Cl)Cl (thionyl chloride), S(=O)(Cl)Cl (thionyl chloride). Yields the product FC1(C(C1)(C(=O)Cl)C)Cl (2-fluoro-2-chloro-1-methylcyclopropanecarbonyl chloride). The yield is 95.7%. Reaction SMILES: [F:1][C:2]1([Cl:9])[CH2:4][C:3]1([CH3:8])[C:5](O)=[O:6].S(Cl)([Cl:12])=O>>[F:1][C:2]1([Cl:9])[CH2:4][C:3]1([CH3:8])[C:5]([Cl:12])=[O:6]. Procedure: In a distillation equipment, a mixture of 51 g (0.33 mol) of 2-fluoro-2-chloro-1-methylcyclopropanecarboxylic acid and 60 g (0.5 mol) of thionyl chloride is heated slowly with stirring, during which process excess thionyl chloride distils over first and the desired product later. In this manner, 54 g (97% of theory) of 2-fluoro-2-chloro-1-methylcyclopropanecarbonyl chloride are obtained in the form of a liquid of boiling point 82-85° C./ 100 mbar. Starting materials: NC1=C(C=C(C(=O)OC)C=C1)OC(F)F (Methyl 4-amino-3-(difluoromethoxy)benzoate), ClC1=NC=C(C(=N1)NC)Cl (2,5-dichloro-N-methylpyrimidin-4-amine), Cl.O1CCOCC1 (HCl dioxane). Run in C(CCC)O (n-butanol). Reaction conditions: temperature 150 celsius. Product: ClC=1C(=NC(=NC1)NC1=C(C=C(C(=O)OC)C=C1)OC(F)F)NC (methyl 4-(5-chloro-4-(methylamino)pyrimidin-2-ylamino)-3-(difluoromethoxy)benzoate). Reaction SMILES: [NH2:1][C:2]1[CH:11]=[CH:10][C:5]([C:6]([O:8][CH3:9])=[O:7])=[CH:4][C:3]=1[O:12][CH:13]([F:15])[F:14].Cl[C:17]1[N:22]=[C:21]([NH:23][CH3:24])[C:20]([Cl:25])=[CH:19][N:18]=1.Cl.O1CCOCC1>C(O)CCC>[Cl:25][C:20]1[C:21]([NH:23][CH3:24])=[N:22][C:17]([NH:1][C:2]2[CH:11]=[CH:10][C:5]([C:6]([O:8][CH3:9])=[O:7])=[CH:4][C:3]=2[O:12][CH:13]([F:14])[F:15])=[N:18][CH:19]=1 |f:2.3|. Procedure: Methyl 4-amino-3-(difluoromethoxy)benzoate (70 mg), 2,5-dichloro-N-methylpyrimidin-4-amine, 0.1 mL of 4N HCl/dioxane and 1 mL of n-butanol were placed in a microwave vial. The reaction was heated for 30 minutes at 150° C. and monitored by LCMS. The mixture was concentrated and purified by silica gel chromatography to give 100 mg of pure methyl 4-(5-chloro-4-(methylamino)pyrimidin-2-ylamino)-3-(difluoromethoxy)benzoate. Reactants: C([O-])([O-])=O.[K+].[K+] (potassium carbonate), II (Iodine), COC1=NC=C(C(=N1)OC)C=O (2,4-Dimethoxy-5-formylpyrimidine), ClC1=CC=C(C=C1)C(C)(C(C)(N)C1=CC=C(C=C1)Cl)N ((rac)-2,3-Bis(4-chloro-phenyl)-butane-2,3-diamine). Run in C(C)(C)(C)O (tert-butanol), C(C)OCC (ethyl ether). Reaction conditions: temperature 65 celsius. Product: ClC1=CC=C(C=C1)[C@@]1(N=C(N[C@]1(C)C1=CC=C(C=C1)Cl)C=1C(=NC(=NC1)OC)OC)C (rac-5-[(4S*,5R*)-4,5-bis-(4-chloro-phenyl)-4,5-dimethyl-4,5-dihydro-1H-imidazol-2-yl]-2,4-dimethoxy-pyrimidine). RXN SMILES: II.C(=O)([O-])[O-].[K+].[K+].[CH3:9][O:10][C:11]1[N:16]=[C:15]([O:17][CH3:18])[C:14]([CH:19]=O)=[CH:13][N:12]=1.[Cl:21][C:22]1[CH:27]=[CH:26][C:25]([C:28]([NH2:40])([C:30]([C:33]2[CH:38]=[CH:37][C:36]([Cl:39])=[CH:35][CH:34]=2)([NH2:32])[CH3:31])[CH3:29])=[CH:24][CH:23]=1>C(O)(C)(C)C.C(OCC)C>[Cl:21][C:22]1[CH:27]=[CH:26][C:25]([C@@:28]2([CH3:29])[C@:30]([C:33]3[CH:34]=[CH:35][C:36]([Cl:39])=[CH:37][CH:38]=3)([CH3:31])[NH:32][C:19]([C:14]3[C:15]([O:17][CH3:18])=[N:16][C:11]([O:10][CH3:9])=[N:12][CH:13]=3)=[N:40]2)=[CH:24][CH:23]=1 |f:1.2.3|. Procedure: The title compound was prepared using the procedure described by Ishihara, M. and Togo, H. Synlett 2006, 2, 227-230 and ibid Tetrahedron 2007, 63,1474-1480. Iodine (172 mg, 0.68 mg) was dissolved in tert-butanol (20 mL) and potassium carbonate (300 mg, 2.2 mmol) was added. 2,4-Dimethoxy-5-formylpyrimidine (100 mg, 0.6 mmol, Frontier) and (rac)-2,3-Bis(4-chloro-phenyl)-butane-2,3-diamine (200 mg, 0.65 mmol) was added to the mixture. This was warmed to 65° C. for 2 h. This was cooled, diluted with... The reactants are COC1=C(C=C(C=O)C=C1)[N+](=O)[O-] (4-methoxy-3-nitro-benzaldehyde), stannous chloride, C(C)(C)(C)NC(=O)C1CCNCC1 (piperidine-4-carboxylic acid tert-butylamide), C(C)(C)(C)NC(=O)C1CCN(CC1)CC1=CC(=C(C=C1)OC)[N+](=O)[O-] (1-(4-methoxy-3-nitro-benzyl)-piperidine-4-carboxylic acid tert-butylamide). The product is C(C)(C)(C)NC(=O)C1CCN(CC1)CC1=CC(=C(C=C1)OC)N (1-(3-Amino-4-methoxy-benzyl)-piperidine-4-carboxylic acid tert-butylamide). RXN SMILES: COC1C=CC(C=O)=CC=1[N+]([O-])=O.C(NC(C1CCNCC1)=O)(C)(C)C.[C:27]([NH:31][C:32]([CH:34]1[CH2:39][CH2:38][N:37]([CH2:40][C:41]2[CH:46]=[CH:45][C:44]([O:47][CH3:48])=[C:43]([N+:49]([O-])=O)[CH:42]=2)[CH2:36][CH2:35]1)=[O:33])([CH3:30])([CH3:29])[CH3:28]>>[C:27]([NH:31][C:32]([CH:34]1[CH2:39][CH2:38][N:37]([CH2:40][C:41]2[CH:46]=[CH:45][C:44]([O:47][CH3:48])=[C:43]([NH2:49])[CH:42]=2)[CH2:36][CH2:35]1)=[O:33])([CH3:30])([CH3:29])[CH3:28]. Procedure: The title compound is prepared according to the reactions described for BB-5 above starting from 4-methoxy-3-nitro-benzaldehyde and piperidine-4-carboxylic acid tert-butylamide yielding after reductive amination 1-(4-methoxy-3-nitro-benzyl)-piperidine-4-carboxylic acid tert-butylamide; LC-MS A: tR=0.60 min; [M+H]+=350.22 followed by reduction with stannous chloride the title compound; LC-MS A: tR=0.47 min; [M+H]+=320.26. The reactants are C[O-], CO, CCCC1CC(=O)N(Cc2cnn3ccc(Cl)nc23)C1, [Na+]. Yields the product CCCC1CC(=O)N(Cc2cnn3ccc(OC)nc23)C1. RXN SMILES: [CH3:21][O-:22].[CH3:24][OH:25].[Cl:1][c:2]1[n:3][c:4]2[n:5]([cH:6][cH:7]1)[n:8][cH:9][c:10]2[CH2:11][N:12]1[C:13](=[O:20])[CH2:14][CH:15]([CH2:17][CH2:18][CH3:19])[CH2:16]1.[Na+:23]>>[c:2]1([O:22][CH3:21])[n:3][c:4]2[n:5]([cH:6][cH:7]1)[n:8][cH:9][c:10]2[CH2:11][N:12]1[C:13](=[O:20])[CH2:14][CH:15]([CH2:17][CH2:18][CH3:19])[CH2:16]1. Procedure: Following the procedure of Example 5(c) 3-(4-cyano-benzyloxy)-5-(4-cyano-phenoxy)-benzoic acid 0.8 g (2.16 mmol) and (2-piperidin-4-yl-ethyl)-carbamic acid tert-butyl ester (0.49 g, 2.16 mmol) were used to afford 0.92 g of the required product. 1H NMR (DMSO-d6): δ 1.10 (2H, m), 1.30 (2H, m), 1.4 (9H, s), 1.50 (2H, m), 1.75 (1H, m), 2.70 (1H, m), 2.8 (3H, m), 3.5 (1H, m), 4.4 (1H, m), 5.2 (2H, s), 6.65 (1H, s), 6.78 (1H, m), 6.88 (2H, m), 7.16 (2H, s), 7.64 (2H, d), 7.88 (4H, m). Starting materials: C(#N)C1=CC=C(COC=2C=C(C(=O)O)C=C(C2)OC2=CC=C(C=C2)C#N)C=C1 (3-(4-cyano-benzyloxy)-5-(4-cyano-phenoxy)-benzoic acid), C(C)(C)(C)OC(NCCC1CCNCC1)=O ((2-piperidin-4-yl-ethyl)-carbamic acid tert-butyl ester). RXN SMILES: [C:1]([C:3]1[CH:28]=[CH:27][C:6]([CH2:7][O:8][C:9]2[CH:10]=[C:11]([CH:15]=[C:16]([O:18][C:19]3[CH:24]=[CH:23][C:22]([C:25]#[N:26])=[CH:21][CH:20]=3)[CH:17]=2)[C:12]([OH:14])=O)=[CH:5][CH:4]=1)#[N:2].[C:29]([O:33][C:34](=[O:44])[NH:35][CH2:36][CH2:37][CH:38]1[CH2:43][CH2:42][NH:41][CH2:40][CH2:39]1)([CH3:32])([CH3:31])[CH3:30]>>[C:29]([O:33][C:34](=[O:44])[NH:35][CH2:36][CH2:37][CH:38]1[CH2:39][CH2:40][N:41]([C:12](=[O:14])[C:11]2[CH:15]=[C:16]([O:18][C:19]3[CH:20]=[CH:21][C:22]([C:25]#[N:26])=[CH:23][CH:24]=3)[CH:17]=[C:9]([O:8][CH2:7][C:6]3[CH:5]=[CH:4][C:3]([C:1]#[N:2])=[CH:28][CH:27]=3)[CH:10]=2)[CH2:42][CH2:43]1)([CH3:32])([CH3:30])[CH3:31]. Yields the product C(C)(C)(C)OC(NCCC1CCN(CC1)C(C1=CC(=CC(=C1)OC1=CC=C(C=C1)C#N)OCC1=CC=C(C=C1)C#N)=O)=O ((2-{1-[3-(4-cyanobenzyloxy)-5-(4-cyanophenoxy)benzoyl]piperidin-4-yl}ethyl)-carbamic Acid Tert-butyl Ester). Yield: 73.4%. Reactants: C(=O)(C(F)(F)F)O (TFA), C(C)[SiH](CC)CC (triethylsilane), ClC1=CC=C(S1)C(=O)NC1=C2C(N(C(C2=CC=C1)=O)CC=1C=C(CNC(OC(C)(C)C)=O)C=CC1)O (tert-butyl 3-[(4-{[(5-chloro-2-thienyl)carbonyl]amino}-3-hydroxy-1-oxo-1,3-dihydro-2H-isoindol-2-yl)methyl]benzylcarbamate). Solvent: ClCCl (dichloromethane). Reaction conditions: time 8 hour. The product is NCC=1C=C(CN2C(C3=CC=CC(=C3C2)NC(=O)C=2SC(=CC2)Cl)=O)C=CC1 (N-{2-[3-(Aminomethyl)benzyl]-1-oxo-2,3-dihydro-1H-isoindol-4-yl}-5-chloro-2-thiophenecarboxamide). Reaction SMILES: C(O)(C(F)(F)F)=O.C([SiH](CC)CC)C.[Cl:15][C:16]1[S:20][C:19]([C:21]([NH:23][C:24]2[CH:32]=[CH:31][CH:30]=[C:29]3[C:25]=2[CH:26](O)[N:27]([CH2:34][C:35]2[CH:36]=[C:37]([CH:47]=[CH:48][CH:49]=2)[CH2:38][NH:39]C(=O)OC(C)(C)C)[C:28]3=[O:33])=[O:22])=[CH:18][CH:17]=1>ClCCl>[NH2:39][CH2:38][C:37]1[CH:36]=[C:35]([CH:49]=[CH:48][CH:47]=1)[CH2:34][N:27]1[CH2:26][C:25]2[C:29](=[CH:30][CH:31]=[CH:32][C:24]=2[NH:23][C:21]([C:19]2[S:20][C:16]([Cl:15])=[CH:17][CH:18]=2)=[O:22])[C:28]1=[O:33]. Procedure details: 0.21 ml (2.7 mmol) of TFA and 0.07 ml (0.45 mmol) of triethylsilane are added dropwise to a solution of 181 mg (purity 66%, 0.22 mmol) of tert-butyl 3-[(4-{[(5-chloro-2-thienyl)carbonyl]amino}-3-hydroxy-1-oxo-1,3-dihydro-2H-isoindol-2-yl)methyl]benzylcarbamate in 4.5 ml of dichloromethane. The solution is stirred at room temperature overnight and then concentrated and dried under high vaccum. The residue is taken up in dichloromethane/methanol and the mixture is washed with 1N sodium hydroxide s...